Dataset: the Open Reaction Database (ORD), a public repository of structured organic reaction records. Task: describe an organic reaction: reactants, conditions, products, and yield The reactants are C(C1=CC=CC=C1)N1C(=NC(=C1CC#N)Cl)C1=CC=C(C=C1)N(C)C (1-benzyl-2-(p-dimethylaminophenyl)-4-chloro-5-cyanomethylimidazole), O (water), C(C)(=O)O (acetic acid). Run in Cl (hydrochloric acid). Yields the product C(C1=CC=CC=C1)N1C(=NC(=C1CC(=O)O)Cl)C1=CC=C(C=C1)N(C)C (1-benzyl-2-(p-dimethylaminophenyl)-4-chloroimidazole-5-acetic acid). Reaction SMILES: [CH2:1]([N:8]1[C:12](CC#N)=[C:11]([Cl:16])[N:10]=[C:9]1[C:17]1[CH:22]=[CH:21][C:20]([N:23]([CH3:25])[CH3:24])=[CH:19][CH:18]=1)[C:2]1[CH:7]=[CH:6][CH:5]=[CH:4][CH:3]=1.O.[C:27]([OH:30])(=[O:29])[CH3:28]>Cl>[CH2:1]([N:8]1[C:12]([CH2:28][C:27]([OH:30])=[O:29])=[C:11]([Cl:16])[N:10]=[C:9]1[C:17]1[CH:18]=[CH:19][C:20]([N:23]([CH3:25])[CH3:24])=[CH:21][CH:22]=1)[C:2]1[CH:7]=[CH:6][CH:5]=[CH:4][CH:3]=1. Reported procedure: 5 g of 1-benzyl-2-(p-dimethylaminophenyl)-4-chloro-5-cyanomethylimidazole was refluxed in a mixture of 25 ml concentrated hydrochloric acid, 25 ml water and 25 ml glacial acetic acid for 3 hours. The reaction mixture was concentrated to dryness under reduced pressure, the residue dissolved in 50 ml of water and the solution adjusted to pH 3 with sodium hydrogen carbonate. The resulting precipitate was recovered by filtration and recrystallized from aqueous ethanol. By the above procedure was obt... Reported procedure: n-Propyl formate (264 g.) and granular sodium cyanide (150 g.) were added successively to a stirred suspension of p-hydroxybenzyl alcohol (8310 g.) in N,N-dimethylformamide (148 g.) and the mixture was heated at 67°-68° C. for 1 hour, cooled to 40° C. and poured into water (588 ml.). The mixture was cooled to 20°-25° C., the pH of the mixture was adjusted from 9.5 to 4.0 with 98% formic acid (270 ml.), and the mixture was extracted three times with isobutyl methyl ketone (677 ml, 196 ml. and 196... RXN SMILES: C(OCCC)=O.[C-:7]#[N:8].[Na+].[CH:10]1[C:15]([CH2:16]O)=[CH:14][CH:13]=[C:12]([OH:18])[CH:11]=1.O>CN(C)C=O.C(O)=O>[OH:18][C:12]1[CH:13]=[CH:14][C:15]([CH2:16][C:7]#[N:8])=[CH:10][CH:11]=1 |f:1.2|. Yield: 78.3%. The reactants are O (water), C(=O)OCCC (n-Propyl formate), [C-]#N.[Na+] (sodium cyanide), C1=CC(=CC=C1CO)O (p-hydroxybenzyl alcohol). Yields the product OC1=CC=C(CC#N)C=C1 (p-hydroxybenzyl cyanide). Reaction conditions: temperature 40 celsius. Solvent: CN(C=O)C (N,N-dimethylformamide), C(=O)O (formic acid). The reactants are C1CCOC1, CC(C)O, CC(C)OC(=O)CCc1cn(C(C)C)c2c(-c3noc(-c4ccc(OC(C)C)c(Cl)c4)n3)cccc12, Cl, [Na+], [OH-], O. Yields the product CC(C)Oc1ccc(-c2nc(-c3cccc4c(CCC(=O)O)cn(C(C)C)c34)no2)cc1Cl. Reaction SMILES: [CH2:40]1[O:41][CH2:42][CH2:43][CH2:44]1.[CH:45]([OH:46])([CH3:47])[CH3:48].[Cl:3][c:4]1[cH:5][c:6](-[c:14]2[n:15][c:16](-[c:19]3[cH:20][cH:21][cH:22][c:23]4[c:24]([CH2:31][CH2:32][C:33](=[O:34])[O:35][CH:36]([CH3:37])[CH3:38])[cH:25][n:26]([CH:28]([CH3:29])[CH3:30])[c:27]34)[n:17][o:18]2)[cH:7][cH:8][c:9]1[O:10][CH:11]([CH3:12])[CH3:13].[ClH:39].[Na+:2].[OH-:1].[OH2:49]>>[Cl:3][c:4]1[cH:5][c:6](-[c:14]2[n:15][c:16](-[c:19]3[cH:20][cH:21][cH:22][c:23]4[c:24]([CH2:31][CH2:32][C:33](=[O:34])[OH:35])[cH:25][n:26]([CH:28]([CH3:29])[CH3:30])[c:27]34)[n:17][o:18]2)[cH:7][cH:8][c:9]1[O:10][CH:11]([CH3:12])[CH3:13]. Starting materials: compound ( I ), COC=1C=C2C(=CC1OC)N3[C@@H]4[C@]25CCN6[C@H]5C[C@@H]7[C@H]4[C@H](CC3=O)OCC=C7C6 (brucine), C=C[C@H]1CN2CC[C@H]1C[C@@H]2[C@H](C=3C=CN=C4C3C=CC=C4)O (cinchonine), COC=1C=CC2=C(C1)C(=CC=N2)[C@H]([C@@H]3C[C@@H]4CCN3C[C@@H]4C=C)O (quinine). Yields the product CC(C1=CC=CC=C1)N (α-phenethylamine), NCC1C(C2C(C(C1)C2)(C)C)C (3-aminomethylpinane). RXN SMILES: CO[C:3]1[CH:4]=[C:5]2[C@@:13]34[C@@H:17]5[CH2:18][C@H:19]6[C:28](CN5CC3)=CCO[C@H:21]3CC(=O)N([C@H:12]4[C@@H:20]63)[C:6]2=[CH:7][C:8]=1OC.C=C[C@@H]1[C@@H]2C[C@H]([C@@H](O)C3C=CN=C4C=CC=CC=34)[N:34](CC2)C1.COC1C=CC2[N:63]=CC=C([C@@H](O)[C@H]3N4C[C@H](C=C)[C@@H](CC4)C3)C=2C=1>>[CH3:17][CH:13]([NH2:34])[C:5]1[CH:6]=[CH:7][CH:8]=[CH:3][CH:4]=1.[NH2:63][CH2:21][CH:20]1[CH2:12][CH:13]2[CH2:17][CH:18]([C:5]2([CH3:4])[CH3:6])[CH:19]1[CH3:28]. Procedure details: A dl-compound among the compound (I) is treated in a conventional manner with a resolution agent such as brucine, cinchonine, quinine and quaternary salts thereof or the like optical active alkaloid, α-phenethylamine (d- and l-compounds), 3-aminomethylpinane (d- and l-compounds) or the like to obtain respective diastereomer salts and then the salts are separated in a conventional manner to obtain the optical active compounds (I). The method will be explained in more detail, as to the case of tha...